Dataset: the Open Reaction Database (ORD), a public repository of structured organic reaction records. Task: describe an organic reaction: reactants, conditions, products, and yield Reactants: CC1(C=2C=CC(=CC2C(CC1)(C)C)C1=NN=C(S1)C1CCNCC1)C (4-[5-(5,5,8,8-tetramethyl-5,6,7,8-tetrahydronaphthalen-2-yl)-1,3,4-thiadiazol-2-yl]piperidine), OCCCCC=O (5-hydroxypentanal). Product: CC1(C=2C=CC(=CC2C(CC1)(C)C)C1=NN=C(S1)C1CCN(CC1)CCCCCO)C (5-{4-[5-(5,5,8,8-tetramethyl-5,6,7,8-tetrahydronaphthalen-2-yl)-1,3,4-thiadiazol-2-yl]piperidin-1-yl}pentan-1-ol). As a reaction SMILES: [CH3:1][C:2]1([CH3:25])[CH2:11][CH2:10][C:9]([CH3:13])([CH3:12])[C:8]2[CH:7]=[C:6]([C:14]3[S:18][C:17]([CH:19]4[CH2:24][CH2:23][NH:22][CH2:21][CH2:20]4)=[N:16][N:15]=3)[CH:5]=[CH:4][C:3]1=2.[OH:26][CH2:27][CH2:28][CH2:29][CH2:30][CH:31]=O>>[CH3:1][C:2]1([CH3:25])[CH2:11][CH2:10][C:9]([CH3:12])([CH3:13])[C:8]2[CH:7]=[C:6]([C:14]3[S:18][C:17]([CH:19]4[CH2:24][CH2:23][N:22]([CH2:31][CH2:30][CH2:29][CH2:28][CH2:27][OH:26])[CH2:21][CH2:20]4)=[N:16][N:15]=3)[CH:5]=[CH:4][C:3]1=2. Reported procedure: The preparation was carried out as already described via a reductive amination starting from 125 mg (0.35 mmol) of 4-[5-(5,5,8,8-tetramethyl-5,6,7,8-tetrahydronaphthalen-2-yl)-1,3,4-thiadiazol-2-yl]piperidine and 72 mg (0.70 mmol) of 5-hydroxypentanal. The product was purified by means of preparative HPLC and converted into the hydrochloride by treatment with methanolic HCl. The reactants are [N+](=O)([O-])C1=CC=C(C(=O)O[C@](CC)(C(F)(F)F)C=2N=NN(C2)CC2=CC=C3C(=CC(=NC3=C2)C#N)Cl)C=C1 ((S)-1-{1-[(4-chloro-2-cyanoquinolin-7-yl)methyl]-1H-1,2,3-triazol-4-yl}-1-(trifluoromethyl)propyl 4-nitrobenzoate), ClC=1C=C(C=C(C1)Cl)B(O)O (3,5-dichlorophenylboronic acid), C(=O)([O-])[O-].[Na+].[Na+] (Na2CO3). The reagents and catalysts are C=1C=CC(=CC1)[P](C=2C=CC=CC2)(C=3C=CC=CC3)[Pd]([P](C=4C=CC=CC4)(C=5C=CC=CC5)C=6C=CC=CC6)([P](C=7C=CC=CC7)(C=8C=CC=CC8)C=9C=CC=CC9)[P](C=1C=CC=CC1)(C=1C=CC=CC1)C=1C=CC=CC1 (tetrakis(triphenylphosphine)palladium). Solvent: COCCOC (DME). Reaction conditions: time 1.5 hour. The product is ClC=1C=C(C=C(C1)Cl)C1=CC(=NC2=CC(=CC=C12)CN1N=NC(=C1)[C@@](CC)(C(F)(F)F)O)C#N ((S)-4-(3,5-dichlorophenyl)-7-({4-[1-hydroxy-1-(trifluoromethyl)propyl]-1H-1,2,3-triazol-1-yl}methyl)quinoline-2-carbonitrile). Reaction SMILES: [N+](C1C=CC(C([O:10][C@@:11]([C:18]2[N:19]=[N:20][N:21]([CH2:23][C:24]3[CH:33]=[C:32]4[C:27]([C:28](Cl)=[CH:29][C:30]([C:34]#[N:35])=[N:31]4)=[CH:26][CH:25]=3)[CH:22]=2)([C:14]([F:17])([F:16])[F:15])[CH2:12][CH3:13])=O)=CC=1)([O-])=O.[Cl:39][C:40]1[CH:41]=[C:42](B(O)O)[CH:43]=[C:44]([Cl:46])[CH:45]=1.C([O-])([O-])=O.[Na+].[Na+]>COCCOC.C1C=CC([P]([Pd]([P](C2C=CC=CC=2)(C2C=CC=CC=2)C2C=CC=CC=2)([P](C2C=CC=CC=2)(C2C=CC=CC=2)C2C=CC=CC=2)[P](C2C=CC=CC=2)(C2C=CC=CC=2)C2C=CC=CC=2)(C2C=CC=CC=2)C2C=CC=CC=2)=CC=1>[Cl:39][C:40]1[CH:41]=[C:42]([C:28]2[C:27]3[C:32](=[CH:33][C:24]([CH2:23][N:21]4[CH:22]=[C:18]([C@:11]([OH:10])([C:14]([F:16])([F:17])[F:15])[CH2:12][CH3:13])[N:19]=[N:20]4)=[CH:25][CH:26]=3)[N:31]=[C:30]([C:34]#[N:35])[CH:29]=2)[CH:43]=[C:44]([Cl:46])[CH:45]=1 |f:2.3.4,^1:65,67,86,105|. Reported procedure: To a solution of (S)-1-{1-[(4-chloro-2-cyanoquinolin-7-yl)methyl]-1H-1,2,3-triazol-4-yl}-1-(trifluoromethyl)propyl 4-nitrobenzoate (150 mg, 0.28 mmol) in DME (3 mL) was added tetrakis(triphenylphosphine)palladium (16 mg, 0.014 mmol), 3,5-dichlorophenylboronic acid (80 mg, 0.42 mmol) and aq. 2M Na2CO3 (0.42 mL, 0.84 mmol). After 1.5 h at 100° C., the reaction was quenched with water and extracted with EtOAc. The combined organic layers were washed with brine, dried over Na2SO4, filtered and conce... Run in O (water), C1(=CC=CC=C1)C (toluene). Reported procedure: A degassed mixture of 1-[3-({[tert-butyl(diphenyl)silyl]oxy}methyl)-5-chlorobenzyl]-5-chloro-2-(1,3,4-oxadiazol-2-yl)-1H-pyrrolo[3,2-b]pyridine (0.500 g, 0.815 mmol, from Step 2), di-tert-butyl hydrazine-1,2-dicarboxylate (0.21 g, 0.90 mmol, Aldrich), dicyclohexyl(2′,4′,6′-triisopropylbiphenyl-2-yl)phosphine-(2′-aminobiphenyl-2-yl)(chloro)palladium (1:1) (0.076 g, 0.096 mmol, Aldrich) and Cs2CO3 (0.29 g, 0.90 mmol) in toluene (7 mL) was heated at 110° C. for 4 h. Additional di-tert-butyl hydrazi... Reaction conditions: temperature 110 celsius, time 5 hour. RXN SMILES: [Si:1]([O:18][CH2:19][C:20]1[CH:21]=[C:22]([CH:39]=[C:40]([Cl:42])[CH:41]=1)[CH2:23][N:24]1[C:32]2[C:27](=[N:28][C:29](Cl)=[CH:30][CH:31]=2)[CH:26]=[C:25]1[C:34]1[O:35][CH:36]=[N:37][N:38]=1)([C:14]([CH3:17])([CH3:16])[CH3:15])([C:8]1[CH:13]=[CH:12][CH:11]=[CH:10][CH:9]=1)[C:2]1[CH:7]=[CH:6][CH:5]=[CH:4][CH:3]=1.[NH:43]([C:52]([O:54][C:55]([CH3:58])([CH3:57])[CH3:56])=[O:53])[NH:44][C:45]([O:47][C:48]([CH3:51])([CH3:50])[CH3:49])=[O:46].C([O-])([O-])=O.[Cs+].[Cs+]>C1(C)C=CC=CC=1.O.C1(P(C2CCCCC2)C2C=CC=CC=2C2C(C(C)C)=CC(C(C)C)=CC=2C(C)C)CCCCC1.NC1C=CC=CC=1C1C=CC=CC=1[Pd]Cl>[Si:1]([O:18][CH2:19][C:20]1[CH:21]=[C:22]([CH:39]=[C:40]([Cl:42])[CH:41]=1)[CH2:23][N:24]1[C:32]2[C:27](=[N:28][C:29]([N:43]([C:52]([O:54][C:55]([CH3:58])([CH3:57])[CH3:56])=[O:53])[NH:44][C:45]([O:47][C:48]([CH3:49])([CH3:50])[CH3:51])=[O:46])=[CH:30][CH:31]=2)[CH:26]=[C:25]1[C:34]1[O:35][CH:36]=[N:37][N:38]=1)([C:14]([CH3:15])([CH3:16])[CH3:17])([C:2]1[CH:3]=[CH:4][CH:5]=[CH:6][CH:7]=1)[C:8]1[CH:13]=[CH:12][CH:11]=[CH:10][CH:9]=1 |f:2.3.4,7.8|. Yields the product [Si](C1=CC=CC=C1)(C1=CC=CC=C1)(C(C)(C)C)OCC=1C=C(CN2C(=CC3=NC(=CC=C32)N(NC(=O)OC(C)(C)C)C(=O)OC(C)(C)C)C=3OC=NN3)C=C(C1)Cl (Di-tert-butyl 1-[1-[3-({[tert-butyl(diphenyl)silyl]oxy}methyl)-5-chlorobenzyl]-2-(1,3,4-oxadiazol-2-yl)-1H-pyrrolo[3,2-b]pyridin-5-yl]hydrazine-1,2-dicarboxylate). Reagents/catalysts: C1(CCCCC1)P(C1=C(C=CC=C1)C1=C(C=C(C=C1C(C)C)C(C)C)C(C)C)C1CCCCC1.NC1=C(C=CC=C1)C1=C(C=CC=C1)[Pd]Cl (dicyclohexyl(2′,4′,6′-triisopropylbiphenyl-2-yl)phosphine (2′-aminobiphenyl-2-yl)(chloro)palladium), C1(CCCCC1)P(C1=C(C=CC=C1)C1=C(C=C(C=C1C(C)C)C(C)C)C(C)C)C1CCCCC1.NC1=C(C=CC=C1)C1=C(C=CC=C1)[Pd]Cl (dicyclohexyl(2′,4′,6′-triisopropylbiphenyl-2-yl)phosphine (2′-aminobiphenyl-2-yl)(chloro)palladium). Starting materials: [Si](C1=CC=CC=C1)(C1=CC=CC=C1)(C(C)(C)C)OCC=1C=C(CN2C(=CC3=NC(=CC=C32)Cl)C=3OC=NN3)C=C(C1)Cl (1-[3-({[tert-Butyl(diphenyl)silyl]oxy}methyl)-5-chlorobenzyl]-5-chloro-2-(1,3,4-oxadiazol-2-yl)-1H-pyrrolo[3,2-b]pyridine), N(NC(=O)OC(C)(C)C)C(=O)OC(C)(C)C (di-tert-butyl hydrazine-1,2-dicarboxylate), C(=O)([O-])[O-].[Cs+].[Cs+] (Cs2CO3), N(NC(=O)OC(C)(C)C)C(=O)OC(C)(C)C (di-tert-butyl hydrazine-1,2-dicarboxylate), C(=O)([O-])[O-].[Cs+].[Cs+] (Cs2CO3).